Dataset: the Open Reaction Database (ORD), a public repository of structured organic reaction records. Task: describe an organic reaction: reactants, conditions, products, and yield Reactants: C(C1=CC=CC=C1)OC(=O)N1C2C(C(C1)C1=CNC3=CC(=CC=C13)F)N(CC2)C(C(C2CCCCC2)NC(=O)OC(C)(C)C)=O (4-(2-tert-Butoxycarbonylamino-2-cyclohexyl-acetyl)-3-(6-fluoro-1H-indol-3-yl)-hexahydro-pyrrolo[3,2-b]pyrrole-1-carboxylic acid benzyl ester), Pd on-carbon. Run in CO (MeOH). Run at time 2 hour. Product: C(C)(C)(C)OC(NC(C(=O)N1C2C(CC1)NCC2C2=CNC1=CC(=CC=C21)F)C2CCCCC2)=O ({1-Cyclohexyl-2-[6-(6-fluoro-1H-indol-3-yl)-hexahydro-pyrrolo[3,2-b]pyrrol-1-yl]-2-oxo-ethyl}-carbamic acid tert-butyl ester). The yield is 94.6%. RXN SMILES: C(OC([N:11]1[CH2:15][CH:14]([C:16]2[C:24]3[C:19](=[CH:20][C:21]([F:25])=[CH:22][CH:23]=3)[NH:18][CH:17]=2)[CH:13]2[N:26]([C:29](=[O:45])[CH:30]([NH:37][C:38]([O:40][C:41]([CH3:44])([CH3:43])[CH3:42])=[O:39])[CH:31]3[CH2:36][CH2:35][CH2:34][CH2:33][CH2:32]3)[CH2:27][CH2:28][CH:12]12)=O)C1C=CC=CC=1>CO>[C:41]([O:40][C:38](=[O:39])[NH:37][CH:30]([CH:31]1[CH2:32][CH2:33][CH2:34][CH2:35][CH2:36]1)[C:29]([N:26]1[CH2:27][CH2:28][CH:12]2[NH:11][CH2:15][CH:14]([C:16]3[C:24]4[C:19](=[CH:20][C:21]([F:25])=[CH:22][CH:23]=4)[NH:18][CH:17]=3)[CH:13]12)=[O:45])([CH3:44])([CH3:42])[CH3:43]. Procedure details: A 500 mL Parr bottle was charged with crude 48 (1.5 g, 2.4 mmol) and 10% Pd-on-carbon (300 mg) in reagent grade MeOH (20 mL). The mixture was pressurized to 50 PSI H2 (344.7 KPa) then shaken for 2 h. The catalyst was removed by filtration through diatomaceous earth (Celite®) and the solids were washed with MeOH and EtOAc. The filtrate was concentrated in vacuo to afford 1.1 g of 49 which was used without further purification. 1H NMR (300 MHz, CDCl3): δ9.03 (s, 1H), 8.16 (dd, J=5.4 Hz, 8.4 Hz, 1H... Reported procedure: 3-[7-Hydroxy-6-methoxy-quinolin-4-yloxy]-2-methyl-[1,8]naphthyridine (45 mg) was dissolved in N,N-dimethylformamide (2 ml) to prepare a solution. Potassium carbonate (56 mg) and 3-bromo-1-propanol (0.04 ml) were added to the solution, and the mixture was stirred at room temperature overnight. The solvent was removed by distillation under the reduced pressure. Water was then added to the residue, and the mixture was extracted with chloroform. The chloroform layer was washed with saturated brine a... Isolated yield 71.0%. Reaction conditions: time 8 hour. Reaction SMILES: [OH:1][C:2]1[CH:11]=[C:10]2[C:5]([C:6]([O:12][C:13]3[C:14]([CH3:23])=[N:15][C:16]4[C:21]([CH:22]=3)=[CH:20][CH:19]=[CH:18][N:17]=4)=[CH:7][CH:8]=[N:9]2)=[CH:4][C:3]=1[O:24][CH3:25].C(=O)([O-])[O-].[K+].[K+].Br[CH2:33][CH2:34][CH2:35][OH:36]>CN(C)C=O>[CH3:25][O:24][C:3]1[CH:4]=[C:5]2[C:10](=[CH:11][C:2]=1[O:1][CH2:33][CH2:34][CH2:35][OH:36])[N:9]=[CH:8][CH:7]=[C:6]2[O:12][C:13]1[C:14]([CH3:23])=[N:15][C:16]2[C:21]([CH:22]=1)=[CH:20][CH:19]=[CH:18][N:17]=2 |f:1.2.3|. The reactants are C([O-])([O-])=O.[K+].[K+] (Potassium carbonate), BrCCCO (3-bromo-1-propanol), OC1=C(C=C2C(=CC=NC2=C1)OC=1C(=NC2=NC=CC=C2C1)C)OC (3-[7-Hydroxy-6-methoxy-quinolin-4-yloxy]-2-methyl-[1,8]naphthyridine). Product: COC=1C=C2C(=CC=NC2=CC1OCCCO)OC=1C(=NC2=NC=CC=C2C1)C (3-[6-Methoxy-4-(2-methyl-[1,8]naphthyridin-3-yloxy)-quinolin-7-yloxy]-propan-1-ol). The solvent is CN(C=O)C (N,N-dimethylformamide). Reactants: C(CCC)(=O)OC1=CC(CC(C1C(=O)OC)CCCCC(=O)OC)=O (3-butyryloxy-4-methoxycarbonyl-5-(4-methoxycarbonylbutyl)-cyclohex-2-en-1-one). Reagents/catalysts: CN(C1=CC=NC=C1)C (4-dimethylaminopyridine). Solvent: ClCCl (dichloromethane). Conditions: time 48 hour. The product is C(CCC)(=O)C=1C(CC(C(C1O)C(=O)OC)CCCCC(=O)OC)=O (2-butyryl-3-hydroxy-4-methoxycarbonyl-5-(4-methoxycarbonylbutyl)-cyclohex-2-en-1-one). Reaction SMILES: C([O:6][C:7]1[CH:12]([C:13]([O:15][CH3:16])=[O:14])[CH:11]([CH2:17][CH2:18][CH2:19][CH2:20][C:21]([O:23][CH3:24])=[O:22])[CH2:10][C:9](=[O:25])[CH:8]=1)(=O)CCC>CN(C)C1C=CN=CC=1.ClCCl>[C:7]([C:8]1[C:9](=[O:25])[CH2:10][CH:11]([CH2:17][CH2:18][CH2:19][CH2:20][C:21]([O:23][CH3:24])=[O:22])[CH:12]([C:13]([O:15][CH3:16])=[O:14])[C:7]=1[OH:6])(=[O:6])[CH2:8][CH2:9][CH3:10]. Reported procedure: 81 parts by weight of 3-butyryloxy-4-methoxycarbonyl-5-(4-methoxycarbonylbutyl)-cyclohex-2-en-1-one and 8 parts by weight of 4-dimethylaminopyridine were dissolved in anhydrous dichloromethane, and the solution was stirred for 48 hours at room temperature. The solution was washed with 10 wt % strength hydrochloric acid and water, and dried over sodium sulfate. The solvent was distilled off under reduced pressure to give 2-butyryl-3-hydroxy-4-methoxycarbonyl-5-(4-methoxycarbonylbutyl)-cyclohex-2-... Starting materials: BrC=1C=C(C=C(C(=O)OC)C1)C(=O)OC (dimethyl 5-bromoisophthalate), O.O.O.O.O.O.O.O.[OH-].[Ba+2].[OH-] (barium hydroxide octahydrate), Cl (HCl). Solvent: CO (methanol). Reaction conditions: time 8 hour. Yields the product BrC=1C=C(C(=O)O)C=C(C1)C(=O)OC (3-Bromo-5-(methoxycarbonyl)benzoic acid). Reaction SMILES: [Br:1][C:2]1[CH:3]=[C:4]([C:12]([O:14]C)=[O:13])[CH:5]=[C:6]([CH:11]=1)[C:7]([O:9][CH3:10])=[O:8].O.O.O.O.O.O.O.O.[OH-].[Ba+2].[OH-].Cl>CO>[Br:1][C:2]1[CH:3]=[C:4]([CH:5]=[C:6]([C:7]([O:9][CH3:10])=[O:8])[CH:11]=1)[C:12]([OH:14])=[O:13] |f:1.2.3.4.5.6.7.8.9.10.11|. Reported procedure: Into a round-bottom flask were charged with dimethyl 5-bromoisophthalate (0.50 g, 1.8 mmol), barium hydroxide octahydrate (0.43 g, 1.4 mmol) and methanol (10 mL). The mixture was stirred at room temperature overnight. HCl (2 N ethyl ether solution, 10 mL) was added and the volatiles were removed under reduced pressure. The residue was purified via flash chromatography to afford the desired product as a white solid. 1H NMR (400 MHz, DMSO-d6): 13.70 (br, 1H), 8.42 (t, J=1.5 Hz, 1H), 8.31-8.24 (m, ...